This data is from the Open Reaction Database (ORD), a public repository of structured organic reaction records. The task is: describe an organic reaction: reactants, conditions, products, and yield Reactants: [N+](=O)([O-])C1=CC=C(C(=O)O)C=C1 (4-Nitrobenzoic acid), N1CCNCC1 (piperazine), Cl.CN(CCCN=C=NCC)C (N-(3-Dimethylaminopropyl)-N′-ethylcarbodiimide hydrochloride), ON1N=NC2=C1C=CC=C2 (1-Hydroxybenzotriazole), O1CCCC1 (Tetrahydrofuran), C([O-])(O)=O.[Na+] (sodium bicarbonate). Reaction conditions: time 8 hour. The product is CN1CCN(CC1)C(=O)C1=CC=C(C=C1)[N+](=O)[O-] ((4-Methyl-piperazin-1-yl)-(4-nitro-phenyl)-methanone). As a reaction SMILES: [N+:1]([C:4]1[CH:12]=[CH:11][C:7]([C:8]([OH:10])=O)=[CH:6][CH:5]=1)([O-:3])=[O:2].[NH:13]1[CH2:18][CH2:17][NH:16][CH2:15][CH2:14]1.Cl.[CH3:20]N(C)CCCN=C=NCC.ON1C2C=CC=CC=2N=N1.O1CCCC1.C(=O)(O)[O-].[Na+]>>[CH3:20][N:13]1[CH2:18][CH2:17][N:16]([C:8]([C:7]2[CH:6]=[CH:5][C:4]([N+:1]([O-:3])=[O:2])=[CH:12][CH:11]=2)=[O:10])[CH2:15][CH2:14]1 |f:2.3,6.7|. Reported procedure: 4-Nitrobenzoic acid (2.00 g, 0.0120 mol), piperazine, 1-methyl- (1.44 g, 0.0144 mol), N-(3-Dimethylaminopropyl)-N′-ethylcarbodiimide hydrochloride (2.29 g, 0.0120 mol) and 1-Hydroxybenzotriazole (0.40 g, 0.0030 mol) were dissolved in Tetrahydrofuran (35 mL, 0.43 mol) and the reaction was allowed to stir overnight at room temperature. The reaction mixture was poured over saturated sodium bicarbonate, and organics were extracted with ethyl acetate/dichloromethane. Combined organics were dried over... The reactants are C1CCOC1, CNC, Cn1cc([N+](=O)[O-])c(C(=O)O)n1. Product: CN(C)C(=O)c1nn(C)cc1[N+](=O)[O-]. As a reaction SMILES: [CH2:16]1[O:17][CH2:18][CH2:19][CH2:20]1.[CH3:13][NH:14][CH3:15].[CH3:1][n:2]1[n:3][c:4]([C:10](=[O:11])[OH:12])[c:5]([N+:7](=[O:8])[O-:9])[cH:6]1>>[CH3:1][n:2]1[n:3][c:4]([C:10](=[O:12])[N:14]([CH3:13])[CH3:15])[c:5]([N+:7](=[O:8])[O-:9])[cH:6]1. Reactants: COc1ccc(CCNC(=O)C(=O)NCCCCCCNC(=O)OC(C)(C)C)cc1OC1CCCC1, ClCCl, O=C(O)C(F)(F)F. Product: COc1ccc(CCNC(=O)C(=O)NCCCCCCN)cc1OC1CCCC1. Reaction SMILES: [C:1]([O:2][C:3](=[O:4])[NH:8][CH2:9][CH2:10][CH2:11][CH2:12][CH2:13][CH2:14][NH:15][C:16]([C:17]([NH:18][CH2:19][CH2:20][c:21]1[cH:22][c:23]([O:29][CH:30]2[CH2:31][CH2:32][CH2:33][CH2:34]2)[c:24]([O:27][CH3:28])[cH:25][cH:26]1)=[O:35])=[O:36])([CH3:5])([CH3:6])[CH3:7].[CH2:37]([Cl:38])[Cl:39].[OH:40][C:41]([C:42]([F:43])([F:44])[F:45])=[O:46]>>[NH2:8][CH2:9][CH2:10][CH2:11][CH2:12][CH2:13][CH2:14][NH:15][C:16]([C:17]([NH:18][CH2:19][CH2:20][c:21]1[cH:22][c:23]([O:29][CH:30]2[CH2:31][CH2:32][CH2:33][CH2:34]2)[c:24]([O:27][CH3:28])[cH:25][cH:26]1)=[O:35])=[O:36]. The reactants are BrC1=C(NC2=CC=CC=C12)C(=O)OCC (Ethyl 3-bromo-1H-indole-2-carboxylate), [OH-].[Li+] (lithium hydroxide). The solvent is C1CCOC1.CO.O (THF MeOH water). Conditions: time 4.5 hour. The product is BrC1=C(NC2=CC=CC=C12)C(=O)O (3-bromo-1H-indole-2-carboxylic acid). Isolated yield 58.3%. Reaction SMILES: [Br:1][C:2]1[C:10]2[C:5](=[CH:6][CH:7]=[CH:8][CH:9]=2)[NH:4][C:3]=1[C:11]([O:13]CC)=[O:12].[OH-].[Li+]>C1COCC1.CO.O>[Br:1][C:2]1[C:10]2[C:5](=[CH:6][CH:7]=[CH:8][CH:9]=2)[NH:4][C:3]=1[C:11]([OH:13])=[O:12] |f:1.2,3.4.5|. Reported procedure: Ethyl 3-bromo-1H-indole-2-carboxylate (0.070 g, 0.30 mmol) and powdered lithium hydroxide (0.073 g, 3.0 mmol) were dissolved in 1:1:1 mixture of THF/MeOH/water (3.0 mL) and the solution was stirred at RT for 4.5 h. The solvent was evaporated. Purification was accomplished by Reverse-Phase HPLC (water/acetonitrile with 0.1% TFA) to afford (0.042 g, 67%) of the title compound as a white solid. 1H NMR (400 MHz, DMSO-d6): δ ppm 12.09 (br. s., 1H), 7.50 (d, 1H), 7.43 (d, 1H), 7.30 (t, 1H), 7.15 (t, 1...